From a dataset of the Open Reaction Database (ORD), a public repository of structured organic reaction records. describe an organic reaction: reactants, conditions, products, and yield Starting materials: COC(=O)C(NC(=O)N(C)Cc1ccccn1)C(C)C, [Li+], C1COCCO1, [OH-]. Yields the product CC(C)C(NC(=O)N(C)Cc1ccccn1)C(=O)O. As a reaction SMILES: [CH3:1][O:2][C:3]([CH:4]([NH:5][C:6](=[O:7])[N:8]([CH2:9][c:10]1[n:11][cH:12][cH:13][cH:14][cH:15]1)[CH3:16])[CH:17]([CH3:18])[CH3:19])=[O:20].[Li+:21].[O:23]1[CH2:24][CH2:25][O:26][CH2:27][CH2:28]1.[OH-:22]>>[O:2]=[C:3]([CH:4]([NH:5][C:6](=[O:7])[N:8]([CH2:9][c:10]1[n:11][cH:12][cH:13][cH:14][cH:15]1)[CH3:16])[CH:17]([CH3:18])[CH3:19])[OH:20]. Reactants: C1CCNC1, Cc1ccccc1, CC(=O)COc1ccc([N+](=O)[O-])cc1, O, CC(=O)c1ccccc1O. Product: CC1(COc2ccc([N+](=O)[O-])cc2)CC(=O)c2ccccc2O1. Reaction SMILES: [CH2:25]1[CH2:26][NH:27][CH2:28][CH2:29]1.[CH3:31][c:32]1[cH:33][cH:34][cH:35][cH:36][cH:37]1.[N+:11](=[O:12])([O-:13])[c:14]1[cH:15][cH:16][c:17]([O:18][CH2:19][C:20]([CH3:21])=[O:22])[cH:23][cH:24]1.[OH2:30].[OH:1][c:2]1[c:3]([C:8]([CH3:9])=[O:10])[cH:4][cH:5][cH:6][cH:7]1>>[O:1]1[c:2]2[c:3]([cH:4][cH:5][cH:6][cH:7]2)[C:8](=[O:10])[CH2:9][C:20]1([CH2:19][O:18][c:17]1[cH:16][cH:15][c:14]([N+:11](=[O:12])[O-:13])[cH:24][cH:23]1)[CH3:21]. The reactants are BrCc1ccccc1Br, Cn1c(=O)cc(N2CCCC(N)C2)n(Cc2cc(F)ccc2Br)c1=O. Product: Cn1c(=O)cc(N2CCCC(N)C2)n(Cc2ccccc2Br)c1=O. RXN SMILES: [Br:26][c:27]1[cH:28][cH:29][cH:30][cH:31][c:32]1[CH2:33][Br:34].[NH2:1][CH:2]1[CH2:3][N:4]([c:8]2[cH:9][c:10](=[O:25])[n:11]([CH3:24])[c:12](=[O:23])[n:13]2[CH2:14][c:15]2[c:16]([Br:22])[cH:17][cH:18][c:19]([F:21])[cH:20]2)[CH2:5][CH2:6][CH2:7]1>>[NH2:1][CH:2]1[CH2:3][N:4]([c:8]2[cH:9][c:10](=[O:25])[n:11]([CH3:24])[c:12](=[O:23])[n:13]2[CH2:14][c:15]2[c:16]([Br:22])[cH:17][cH:18][cH:19][cH:20]2)[CH2:5][CH2:6][CH2:7]1. Starting materials: CCOC(=O)c1ccc2c(c1)COC2=O, CCO, CCOC(=O)c1ccc2c(c1)COC2c1ccc(F)cc1, [Na+], [OH-]. Yields the product O=C(O)c1ccc2c(c1)COC2c1ccc(F)cc1. Reaction SMILES: [CH2:24]([O:25][C:26]([c:27]1[cH:28][c:29]2[c:30]([cH:31][cH:32]1)[C:33](=[O:34])[O:35][CH2:36]2)=[O:37])[CH3:38].[CH3:39][CH2:40][OH:41].[F:1][c:2]1[cH:3][cH:4][c:5]([CH:8]2[O:9][CH2:10][c:11]3[cH:12][c:13]([C:17](=[O:18])[O:19][CH2:20][CH3:21])[cH:14][cH:15][c:16]32)[cH:6][cH:7]1.[Na+:23].[OH-:22]>>[F:1][c:2]1[cH:3][cH:4][c:5]([CH:8]2[O:9][CH2:10][c:11]3[cH:12][c:13]([C:17](=[O:18])[OH:19])[cH:14][cH:15][c:16]32)[cH:6][cH:7]1. Reactants: ice water, NC1=CC=CC=2C(C3=CC=CC(=C3C(C12)=O)N)=O (1,8-diaminoanthraquinone), C(CCC)C1=CC=C(C=O)C=C1 (p-n-butylbenzaldehyde), C(C)(=O)O (acetic acid). Run in CO (methanol). Reaction conditions: time 1 hour. Product: C(CCC)C1=CC=C(C=NC2=CC=CC=3C(C4=CC=CC(=C4C(C23)=O)N=CC2=CC=C(C=C2)CCCC)=O)C=C1 (1,8-bis(p-n-butylbenzylidene amino)anthraquinone). Reaction SMILES: [NH2:1][C:2]1[C:15]2[C:14](=[O:16])[C:13]3[C:8](=[CH:9][CH:10]=[CH:11][C:12]=3[NH2:17])[C:7](=[O:18])[C:6]=2[CH:5]=[CH:4][CH:3]=1.[CH2:19]([C:23]1[CH:30]=[CH:29][C:26]([CH:27]=O)=[CH:25][CH:24]=1)[CH2:20][CH2:21][CH3:22].[C:31](O)(=O)[CH3:32]>CO>[CH2:19]([C:23]1[CH:30]=[CH:29][C:26]([CH:27]=[N:1][C:2]2[C:15]3[C:14](=[O:16])[C:13]4[C:8](=[CH:9][CH:10]=[CH:11][C:12]=4[N:17]=[CH:12][C:13]4[CH:8]=[CH:7][C:6]([CH2:5][CH2:4][CH2:31][CH3:32])=[CH:15][CH:14]=4)[C:7](=[O:18])[C:6]=3[CH:5]=[CH:4][CH:3]=2)=[CH:25][CH:24]=1)[CH2:20][CH2:21][CH3:22]. Procedure: To a stirred solution at 80° C. of 2.38 g (0.1 mol) 1,8-diaminoanthraquinone in 3.16 g (0.2 mol) p-n-butylbenzaldehyde is added about 1 ml. glacial acetic acid. Heating is continued for one hour and 50 ml methanol is added to dissolve the reaction mixture. The solution is poured into 100 ml ice water and the product collected and recrystallized from 1:1 methanol-water as above to give 1,8-bis(p-n-butylbenzylidene amino)anthraquinone as fine purple needles, melting with decomposition at 288°-9° C...